Dataset: the Open Reaction Database (ORD), a public repository of structured organic reaction records. Task: describe an organic reaction: reactants, conditions, products, and yield RXN SMILES: [O:1]=[CH:2][C@@H:3]([C@H:5]([C@@H:7]([C@@H:9]([CH2:11][OH:12])[OH:10])[OH:8])[OH:6])[OH:4].[CH3:13][C:14]([CH3:16])=O.[CH3:17][C:18]([CH3:20])=O.[H-].[Na+].[CH2:23](Br)[C:24]1[CH:29]=[CH:28][CH:27]=[CH:26][CH:25]=1.CO>C1COCC1.[I-].C([N+](CCCC)(CCCC)CCCC)CCC>[CH3:13][C:14]1([CH3:16])[O:4][CH:3]([CH:5]2[O:6][CH:11]3[O:12][C:18]([CH3:20])([CH3:17])[O:10][CH:9]3[CH:7]2[O:8][CH2:23][C:24]2[CH:29]=[CH:28][CH:27]=[CH:26][CH:25]=2)[CH2:2][O:1]1 |f:0.1.2,3.4,8.9|. Reagents/catalysts: [I-].C(CCC)[N+](CCCC)(CCCC)CCCC (tetrabutylammonium iodide). Reactants: O=C[C@H](O)[C@@H](O)[C@H](O)[C@H](O)CO.CC(=O)C.CC(=O)C (diacetone glucose), [H-].[Na+] (sodium hydride), CO (Methanol), C(C1=CC=CC=C1)Br (benzyl bromide). Product: CC1(OCC(O1)C2C(C3C(O2)OC(O3)(C)C)OCC4=CC=CC=C4)C (3-O-benzyl-1,2:5,6-di-O-isopropylidene-α-D-glucofuranose). Solvent: C1CCOC1 (THF), C1CCOC1 (THF). Procedure: A solution of diacetone glucose (5) (Aldrich) (18.0 g, 69.1 mmol) in THF (80 ml) was added dropwise to a stirred suspension of sodium hydride, (50% dispersion in oil, 3.67 g, 76.5 mmol) and tetrabutylammonium iodide (0.2 g, 0.54 mmol) in THF (50 ml) at 0° C. The mixture was warmed to room temperature and benzyl bromide (9.04 ml, 13.0 g, 76.0 mmol) added, then heated to 50° C. for 2 hours. Methanol (20 ml) was added and the mixture stirred for a further 2 hours before cooling, filtering through c... Reaction conditions: time 2 hour. Isolated yield 97.1%. Reactants: NC=1C(N(C(N(C1)CC1=CC=CC=C1)=O)CC(=O)OC)=O (5-amino-1-Benzyl-3-methoxycarbonylmethyl-2,4(1H,3H) pyrimidinedione), CN1CCOCC1 (N-methyl morpholine), C(C1=CC=CC=C1)S(=O)(=O)Cl (benzylsulfonyl chloride). The solvent is O1CCCC1 (tetrahydrofuran), CN(C=O)C (dimethylformamide), O1CCCC1 (tetrahydrofuran), C(C)(=O)OCC (ethyl acetate). Run at temperature 0 celsius, time 15 minute. Yields the product C(C1=CC=CC=C1)N1C(N(C(C(=C1)NS(=O)(=O)CC1=CC=CC=C1)=O)CC(=O)OC)=O (1-Benzyl-3-methoxycarbonylmethyl-5-[[(phenylmethyl)sulfonyl]amino]-2,4(1H ,3H)pyrimidinedione). Isolated yield 74.0%. As a reaction SMILES: [NH2:1][C:2]1[C:3](=[O:21])[N:4]([CH2:16][C:17]([O:19][CH3:20])=[O:18])[C:5](=[O:15])[N:6]([CH2:8][C:9]2[CH:14]=[CH:13][CH:12]=[CH:11][CH:10]=2)[CH:7]=1.CN1CCOCC1.[CH2:29]([S:36](Cl)(=[O:38])=[O:37])[C:30]1[CH:35]=[CH:34][CH:33]=[CH:32][CH:31]=1>O1CCCC1.CN(C)C=O.C(OCC)(=O)C>[CH2:8]([N:6]1[CH:7]=[C:2]([NH:1][S:36]([CH2:29][C:30]2[CH:35]=[CH:34][CH:33]=[CH:32][CH:31]=2)(=[O:38])=[O:37])[C:3](=[O:21])[N:4]([CH2:16][C:17]([O:19][CH3:20])=[O:18])[C:5]1=[O:15])[C:9]1[CH:14]=[CH:13][CH:12]=[CH:11][CH:10]=1. Reported procedure: EX-1C) A solution of 5-amino-1-Benzyl-3-methoxycarbonylmethyl-2,4(1H,3H) pyrimidinedione (EX-1B; 3.12 g, 10.77 mmol) in 18.0 mL of tetrahydrofuran and dimethylformamide (1:1, 0.62M) was added N-methyl morpholine (3.60 mL, 32.74 mmol) in one portion at room temperature. The resulting mixture was cooled to 0° C. in an ice bath and was allowed to stir for 15 minutes. A solution of benzylsulfonyl chloride (2.26 g, 11.86 mmol) in 18.0 mL tetrahydrofuran was added drop wise over a 30 minute period. Af... Run in C1(=CC=CC=C1)C (toluene). Starting materials: C=CC1=CC=CC=C1 (styrene), C(C(=C)C)(=O)OCC1CO1 (glycidyl methacrylate), N(=NC(C#N)(C)C)C(C#N)(C)C (azobisisobutyronitrile). Product: C=CC1=CC=CC=C1.C(C(=C)C)(=O)OCC1CO1 (styrene glycidyl methacrylate). Reaction SMILES: [CH2:1]=[CH:2][C:3]1[CH:8]=[CH:7][CH:6]=[CH:5][CH:4]=1.[C:9]([O:14][CH2:15][CH:16]1[O:18][CH2:17]1)(=[O:13])[C:10]([CH3:12])=[CH2:11].N(C(C)(C)C#N)=NC(C)(C)C#N>C1(C)C=CC=CC=1>[CH2:1]=[CH:2][C:3]1[CH:8]=[CH:7][CH:6]=[CH:5][CH:4]=1.[C:9]([O:14][CH2:15][CH:16]1[O:18][CH2:17]1)(=[O:13])[C:10]([CH3:12])=[CH2:11] |f:4.5|. Procedure: The same four-necked flask as used in Example 1 was charged with 100 g of toluene, and the temperature was adjusted to 80° C. with stirring under nitrogen. Then, 120 g of styrene, 89 g of glycidyl methacrylate and 0.1 g of azobisisobutyronitrile were added thereto and the reaction carried out in the same manner as in Example 1 to give a styrene-glycidyl methacrylate copolymer. This copolymer (96 weight parts) and 4 weight parts of 4,4′-bisazidobenzal(4-methyl)cyclohexanone were dissolved in 100 ... Starting materials: ClC=1C=C(C=CC1OCCN(CC)CC)NC(COC1=C(C=C(C=C1)[N+](=O)[O-])Cl)=O (N-[3-chloro-4-(2-diethylamino-ethoxy)-phenyl]-2-(2-chloro-4-nitro-phenoxy)-acetamide). The reagents and catalysts are [Pt] (Pt/C). Solvent: CCOC(=O)C (EtOAc). Conditions: time 5 hour. Product: NC1=CC(=C(OCC(=O)NC2=CC(=C(C=C2)OCCN(CC)CC)Cl)C=C1)Cl (2-(4-amino-2-chloro-phenoxy)-N-[3-chloro-4-(2-diethylamino-ethoxy)-phenyl]-acetamide). Reaction SMILES: [Cl:1][C:2]1[CH:3]=[C:4]([NH:16][C:17](=[O:30])[CH2:18][O:19][C:20]2[CH:25]=[CH:24][C:23]([N+:26]([O-])=O)=[CH:22][C:21]=2[Cl:29])[CH:5]=[CH:6][C:7]=1[O:8][CH2:9][CH2:10][N:11]([CH2:14][CH3:15])[CH2:12][CH3:13]>CCOC(C)=O.[Pt]>[NH2:26][C:23]1[CH:24]=[CH:25][C:20]([O:19][CH2:18][C:17]([NH:16][C:4]2[CH:5]=[CH:6][C:7]([O:8][CH2:9][CH2:10][N:11]([CH2:14][CH3:15])[CH2:12][CH3:13])=[C:2]([Cl:1])[CH:3]=2)=[O:30])=[C:21]([Cl:29])[CH:22]=1. Reported procedure: 0.310 g (0.679 mmol) of N-[3-chloro-4-(2-diethylamino-ethoxy)-phenyl]-2-(2-chloro-4-nitro-phenoxy)-acetamide (from Example 66) was dissolved in 10.0 mL of EtOAc. After the addition of 0.030 g Pt/C (5%) the mixture was hydrogenated at RT under 15 psi H2 atmosphere for 5 hours. The reaction mixture was filtered and the filtrate was evaporated down i. vac. The residue was dissolved with a little EtOH. The precipitate formed was filtered off and dried i. vac.